Dataset: the Open Reaction Database (ORD), a public repository of structured organic reaction records. Task: describe an organic reaction: reactants, conditions, products, and yield Reactants: ClC=1C=C(C=CC1)N=CC1=CC=C(OC(C(=O)OCC)(C)C)C=C1 (ethyl 2-[4-{N-(3-chlorophenyl)formimidoyl}phenoxy]-2-methylpropionate), [BH4-].[Na+] (sodium borohydride). Run in CO (methanol). Reaction conditions: time 1 hour. The product is Cl.ClC=1C=C(NCC2=CC=C(OC(C(=O)OCC)(C)C)C=C2)C=CC1 (ethyl 2-[4-(3-chloroanilinomethyl)phenoxy]-2-methylpropionate hydrochloride). Yield: 135.0%. As a reaction SMILES: [Cl:1][C:2]1[CH:3]=[C:4]([N:8]=[CH:9][C:10]2[CH:24]=[CH:23][C:13]([O:14][C:15]([CH3:22])([CH3:21])[C:16]([O:18][CH2:19][CH3:20])=[O:17])=[CH:12][CH:11]=2)[CH:5]=[CH:6][CH:7]=1.[BH4-].[Na+]>CO>[ClH:1].[Cl:1][C:2]1[CH:3]=[C:4]([CH:5]=[CH:6][CH:7]=1)[NH:8][CH2:9][C:10]1[CH:11]=[CH:12][C:13]([O:14][C:15]([CH3:21])([CH3:22])[C:16]([O:18][CH2:19][CH3:20])=[O:17])=[CH:23][CH:24]=1 |f:1.2,4.5|. Reported procedure: In 40 ml of methanol is dissolved 4.0 g of ethyl 2-[4-{N-(3-chlorophenyl)formimidoyl}phenoxy]-2-methylpropionate. Over a period of 1 hour, 0.44 g of sodium borohydride is added to the solution at 15° to 20° C. with cooling and stirring, and the mixture is stirred at the same temperature for 1 hour. After the reaction, the methanol is distilled off, and the residue is dissolved in ether. The solution is washed with water and dried. After drying, the ether is distilled off, and the resulting oily ... Starting materials: COCCCc1nc2c(CCl)cccc2n1COCC[Si](C)(C)C, COc1ccccc1COCCCOc1ccc(C2CCN(C(=O)OC(C)(C)C)CC2O)cc1. Yields the product COCCCc1nc2c(COC3CN(C(=O)OC(C)(C)C)CCC3c3ccc(OCCCOCc4ccccc4OC)cc3)cccc2n1COCC[Si](C)(C)C. As a reaction SMILES: [Cl:35][CH2:36][c:37]1[cH:38][cH:39][cH:40][c:41]2[n:42]([CH2:51][O:52][CH2:53][CH2:54][Si:55]([CH3:56])([CH3:57])[CH3:58])[c:43]([CH2:46][CH2:47][CH2:48][O:49][CH3:50])[n:44][c:45]12.[OH:1][CH:2]1[CH2:3][N:4]([C:28](=[O:29])[O:30][C:31]([CH3:32])([CH3:33])[CH3:34])[CH2:5][CH2:6][CH:7]1[c:8]1[cH:9][cH:10][c:11]([O:14][CH2:15][CH2:16][CH2:17][O:18][CH2:19][c:20]2[c:21]([O:26][CH3:27])[cH:22][cH:23][cH:24][cH:25]2)[cH:12][cH:13]1>>[O:1]([CH:2]1[CH2:3][N:4]([C:28](=[O:29])[O:30][C:31]([CH3:32])([CH3:33])[CH3:34])[CH2:5][CH2:6][CH:7]1[c:8]1[cH:9][cH:10][c:11]([O:14][CH2:15][CH2:16][CH2:17][O:18][CH2:19][c:20]2[c:21]([O:26][CH3:27])[cH:22][cH:23][cH:24][cH:25]2)[cH:12][cH:13]1)[CH2:36][c:37]1[cH:38][cH:39][cH:40][c:41]2[n:42]([CH2:51][O:52][CH2:53][CH2:54][Si:55]([CH3:56])([CH3:57])[CH3:58])[c:43]([CH2:46][CH2:47][CH2:48][O:49][CH3:50])[n:44][c:45]12. Starting materials: O=C([O-])[O-], CS(C)=O, CN1CCCC(CCl)C1, [K+], [K+], Oc1cccc(Nc2ncc(Br)c(Nc3ccccc3)n2)c1. As a reaction SMILES: [C:1](=[O:2])([O-:3])[O-:4].[CH3:38][S:39]([CH3:40])=[O:41].[Cl:29][CH2:30][CH:31]1[CH2:32][N:33]([CH3:37])[CH2:34][CH2:35][CH2:36]1.[K+:5].[K+:6].[NH:7]([c:8]1[cH:9][cH:10][cH:11][cH:12][cH:13]1)[c:14]1[n:15][c:16]([NH:21][c:22]2[cH:23][c:24]([OH:28])[cH:25][cH:26][cH:27]2)[n:17][cH:18][c:19]1[Br:20]>>[NH:7]([c:8]1[cH:9][cH:10][cH:11][cH:12][cH:13]1)[c:14]1[n:15][c:16]([NH:21][c:22]2[cH:23][c:24]([O:28][CH2:30][CH:31]3[CH2:32][N:33]([CH3:37])[CH2:34][CH2:35][CH2:36]3)[cH:25][cH:26][cH:27]2)[n:17][cH:18][c:19]1[Br:20]. Product: CN1CCCC(COc2cccc(Nc3ncc(Br)c(Nc4ccccc4)n3)c2)C1. The reactants are NC(=S)C1CCN(CC1)C(=O)OC(C)(C)C (1,1-Dimethylethyl 4-(aminocarbonothioyl)piperidine-1-carboxylate), N1=CC=CC=C1 (pyridine), S(=O)(Cl)Cl (Thionyl chloride), C(=O)(O)[O-].[Na+] (NaHCO3), ClCC(=O)CCl (1,3-dichloroacetone). Run in ClCCCl (1,2-dichloroethane). Run at time 12 hour. Product: ClCC=1N=C(SC1)C1CCN(CC1)C(=O)OC(C)(C)C (1,1-dimethylethyl 4-[4-(chloromethyl)-1,3-thiazol-2-yl]piperidine-1-carboxylate). Isolated yield 115.1%. Reaction SMILES: [NH2:1][C:2]([CH:4]1[CH2:9][CH2:8][N:7]([C:10]([O:12][C:13]([CH3:16])([CH3:15])[CH3:14])=[O:11])[CH2:6][CH2:5]1)=[S:3].C([O-])(O)=O.[Na+].[Cl:22][CH2:23][C:24]([CH2:26]Cl)=O.N1C=CC=CC=1.S(Cl)(Cl)=O>ClCCCl>[Cl:22][CH2:23][C:24]1[N:1]=[C:2]([CH:4]2[CH2:9][CH2:8][N:7]([C:10]([O:12][C:13]([CH3:16])([CH3:15])[CH3:14])=[O:11])[CH2:6][CH2:5]2)[S:3][CH:26]=1 |f:1.2|. Procedure: 1,1-Dimethylethyl 4-(aminocarbonothioyl)piperidine-1-carboxylate (1.50 g, 6.14 mmol), NaHCO3 (0.570 g, 6.78 mmol) and 1,3-dichloroacetone (0.860 g, 6.77 mmol) were combined in 1,2-dichloroethane (4 mL) and the reaction mixture was stirred at room temperature for 12 h. The crude reaction mixture was filtered using CH2Cl2 and the filtrate was concentrated in vacuo until approximately 30 mL of solvent remained. To this solution was added pyridine (0.75 mL, 9.2 mmol), and the solution was cooled wit...